This data is from the Open Reaction Database (ORD), a public repository of structured organic reaction records. The task is: describe an organic reaction: reactants, conditions, products, and yield Starting materials: O=C([O-])[O-], C1COCCN1, COC(=O)c1cc(Cl)c2c(c1)CC(C)(C)C(c1cccc(Br)c1)N2, CN(C)CC(=O)O, CS(C)=O, Cl, [Cu]I, [K+], [K+]. The product is COC(=O)c1cc(Cl)c2c(c1)CC(C)(C)C(c1cccc(N3CCOCC3)c1)N2. Reaction SMILES: [C:39](=[O:40])([O-:41])[O-:42].[CH2:25]1[CH2:26][O:27][CH2:28][CH2:29][NH:30]1.[CH3:1][O:2][C:3](=[O:4])[c:5]1[cH:6][c:7]2[c:12]([c:13]([Cl:15])[cH:14]1)[NH:11][CH:10]([c:16]1[cH:17][c:18]([Br:22])[cH:19][cH:20][cH:21]1)[C:9]([CH3:23])([CH3:24])[CH2:8]2.[CH3:32][N:33]([CH3:34])[CH2:35][C:36]([OH:37])=[O:38].[CH3:45][S:46](=[O:47])[CH3:48].[ClH:31].[Cu:49][I:50].[K+:43].[K+:44]>>[CH3:1][O:2][C:3](=[O:4])[c:5]1[cH:6][c:7]2[c:12]([c:13]([Cl:15])[cH:14]1)[NH:11][CH:10]([c:16]1[cH:17][c:18]([N:30]3[CH2:25][CH2:26][O:27][CH2:28][CH2:29]3)[cH:19][cH:20][cH:21]1)[C:9]([CH3:23])([CH3:24])[CH2:8]2.